Dataset: the Open Reaction Database (ORD), a public repository of structured organic reaction records. Task: describe an organic reaction: reactants, conditions, products, and yield Reactants: crude mixture, COC(C1=CC(=C(C=C1)NC(=O)[C@@H]1[C@@H]([C@@]2([C@@H](N1)CC(C)(C)C)C(NC1=CC(=CC=C12)Cl)=O)C1=CC(=C(C=C1)F)Cl)OC)=O (rac-4-{[(2′S,3′R,4′R,5′S)-6-chloro-4′-(3-chloro-4-fluoro-phenyl)-2′-(2,2-dimethyl-propyl)-2-oxo-1,2-dihydro-spiro[indole-3,3′-pyrrolidine]-5′-carbonyl]-amino}-3-methoxy-benzoic acid methyl ester), [OH-].[Na+] (NaOH), Cl (HCl). The solvent is O (water), CO (MeOH), C1CCOC1 (THF). Conditions: time 18 hour. The product is ClC1=CC=C2C(=C1)NC([C@@]21[C@@H](N[C@H]([C@@H]1C1=CC(=C(C=C1)F)Cl)C(=O)NC1=C(C=C(C(=O)O)C=C1)OC)CC(C)(C)C)=O (rac-4-{[(2′S,3′R,4′R,5′R)-6-chloro-4′-(3-chloro-4-fluoro-phenyl)-2′-(2,2-dimethyl-propyl)-2-oxo-1,2-dihydro-spiro[indole-3,3′-pyrrolidine]-5′-carbonyl]-amino}-3-methoxy-benzoic acid). RXN SMILES: C[O:2][C:3](=[O:43])[C:4]1[CH:9]=[CH:8][C:7]([NH:10][C:11]([C@H:13]2[NH:17][C@@H:16]([CH2:18][C:19]([CH3:22])([CH3:21])[CH3:20])[C@:15]3([C:30]4[C:25](=[CH:26][C:27]([Cl:31])=[CH:28][CH:29]=4)[NH:24][C:23]3=[O:32])[C@H:14]2[C:33]2[CH:38]=[CH:37][C:36]([F:39])=[C:35]([Cl:40])[CH:34]=2)=[O:12])=[C:6]([O:41][CH3:42])[CH:5]=1.[OH-].[Na+].Cl>CO.C1COCC1.O>[Cl:31][C:27]1[CH:26]=[C:25]2[NH:24][C:23](=[O:32])[C@:15]3([C@@H:14]([C:33]4[CH:38]=[CH:37][C:36]([F:39])=[C:35]([Cl:40])[CH:34]=4)[C@H:13]([C:11]([NH:10][C:7]4[CH:8]=[CH:9][C:4]([C:3]([OH:43])=[O:2])=[CH:5][C:6]=4[O:41][CH3:42])=[O:12])[NH:17][C@H:16]3[CH2:18][C:19]([CH3:21])([CH3:20])[CH3:22])[C:30]2=[CH:29][CH:28]=1 |f:1.2|. Reported procedure: To a solution of rac-4-{[(2′S,3′R,4′R,5′S)-6-chloro-4′-(3-chloro-4-fluoro-phenyl)-2′-(2,2-dimethyl-propyl)-2-oxo-1,2-dihydro-spiro[indole-3,3′-pyrrolidine]-5′-carbonyl]-amino}-3-methoxy-benzoic acid methyl ester (0.2 g, 0.32 mmol) in MeOH (3 mL) and THF (9 mL) was added an aqueous solution (1N) of NaOH (6 mL, 6 mmol). The reaction mixture was stirred at room temperature for 18 h. The crude mixture was diluted with water (5 mL), and acidified to “pH” 5-6 by dilute aqueous HCl solution. The mixtur... Reactants: COCC(=O)OC, CC(=O)O, CC(=O)C(C)(C)C, [NH2-], [Na], O. The product is COCC(=O)CC(=O)C(C)(C)C. As a reaction SMILES: [CH3:10][O:11][CH2:12][C:13](=[O:14])[O:15][CH3:16].[CH3:18][C:19](=[O:20])[OH:21].[CH3:3][C:4]([C:5]([CH3:6])=[O:7])([CH3:8])[CH3:9].[NH2-:2].[Na:1].[OH2:17]>>[CH3:3][C:4]([C:5]([CH2:6][C:13]([CH2:12][O:11][CH3:10])=[O:14])=[O:7])([CH3:8])[CH3:9].